The task is: describe an organic reaction: reactants, conditions, products, and yield. This data is from the Open Reaction Database (ORD), a public repository of structured organic reaction records. As a reaction SMILES: [C:9]1(=[O:19])[c:10]2[c:11]([cH:15][cH:16][cH:17][cH:18]2)[C:12](=[O:14])[NH:13]1.[CH3:21][N:22]([CH3:23])[CH:24]=[O:25].[Cl:1][CH2:2][c:3]1[n:4][cH:5][n:6][cH:7][cH:8]1.[K:20]>>[CH2:2]([c:3]1[n:4][cH:5][n:6][cH:7][cH:8]1)[N:13]1[C:9](=[O:19])[c:10]2[c:11]([cH:15][cH:16][cH:17][cH:18]2)[C:12]1=[O:14]. Reactants: O=C1NC(=O)c2ccccc21, CN(C)C=O, ClCc1ccncn1, [K]. Yields the product O=C1c2ccccc2C(=O)N1Cc1ccncn1.